From a dataset of the Open Reaction Database (ORD), a public repository of structured organic reaction records. describe an organic reaction: reactants, conditions, products, and yield The product is BrC=1C=C(CC=2SC3=C(C2)C=CC=C3)C=CC1 (2-(3-bromobenzyl)-1-benzothiophene). As a reaction SMILES: [Br:1][C:2]1[CH:3]=[C:4]([CH:7]=[CH:8][CH:9]=1)[CH:5]=O.[S:10]1[CH:14]=[CH:13][C:12]2[CH:15]=[CH:16][CH:17]=[CH:18][C:11]1=2>>[Br:1][C:2]1[CH:3]=[C:4]([CH:7]=[CH:8][CH:9]=1)[CH2:5][C:14]1[S:10][C:11]2[CH:18]=[CH:17][CH:16]=[CH:15][C:12]=2[CH:13]=1. Procedure details: Preparation was performed in a similar manner as in Preparation Example 4 using 3-bromobenzaldehyde and benzo[b]thiophene. Reactants: BrC=1C=C(C=O)C=CC1 (3-bromobenzaldehyde), S1C2=C(C=C1)C=CC=C2 (benzo[b]thiophene). Reactants: CC1=NC=CC=C1C(CCC(=O)CCC(C=1C(=NC=CC1)C)C#N)C#N (2-methyl-3-pyridyl-3-cyanopropyl ketone), C(#N)CCC(=O)C=1C(=NC=CC1)C (2-methyl-3-pyridyl 2-cyanoethyl ketone), BrCCCC#N (4-bromobutyronitrile). The reagents and catalysts are [Ni] (Raney nickel). Run in N (ammonia). Reaction conditions: time 20 hour. Yields the product ketone, CC1=C(C=CC=N1)C2CCCCN2 (2-methylanabasine). The yield is 89.0%. Reaction SMILES: [CH3:1][C:2]1[C:7]([CH:8](C#N)[CH2:9][CH2:10][C:11]([CH2:13]CC(C#N)C2C(C)=NC=CC=2)=O)=[CH:6][CH:5]=[CH:4][N:3]=1.C(CCC(C1C(C)=NC=CC=1)=O)#[N:28].BrCCCC#N>N.[Ni]>[CH3:1][C:2]1[N:3]=[CH:4][CH:5]=[CH:6][C:7]=1[CH:8]1[NH:28][CH2:13][CH2:11][CH2:10][CH2:9]1. Reported procedure: The preparation of 2-methyl-3-pyridyl-3-cyanopropyl ketone was carried out using the procedure described for the synthesis of 2-methyl-3-pyridyl 2-cyanomethyl ketone (Preparation III) except that 4-bromobutyronitrile was used instead of 3 bromopiopionitrile. A solution of 2.8 g of the ketone in 150 ml ammonia saturated ethanol was prepared and 10 g of freshly prepared Raney nickel was added. The mixture was hydrogenated for 20 hours in a Parr apparatus at 67 psi. The reaction mixture was worked ... Yields the product CC(=O)Nc1cc(CO)ccn1. Reactants: CC(=O)Nc1cc(COC(C)=O)ccn1, CO, [NH4+], [OH-]. Reaction SMILES: [C:1]([CH3:2])(=[O:3])[NH:4][c:5]1[n:6][cH:7][cH:8][c:9]([CH2:11][O:12][C:13](=[O:14])[CH3:15])[cH:10]1.[CH3:18][OH:19].[NH4+:16].[OH-:17]>>[C:1]([CH3:2])(=[O:3])[NH:4][c:5]1[n:6][cH:7][cH:8][c:9]([CH2:11][OH:12])[cH:10]1. The reactants are C1CCOC1, COC(CCn1cc(-c2ccc(C)nc2F)c(=O)[nH]c1=O)OC. The product is Cc1ccc(-c2cn(CCC=O)c(=O)[nH]c2=O)c(F)n1. Reaction SMILES: [CH2:24]1[O:25][CH2:26][CH2:27][CH2:28]1.[CH3:1][O:2][CH:3]([CH2:4][CH2:5][n:6]1[c:7](=[O:21])[nH:8][c:9](=[O:20])[c:10](-[c:12]2[c:13]([F:19])[n:14][c:15]([CH3:18])[cH:16][cH:17]2)[cH:11]1)[O:22][CH3:23]>>[O:2]=[CH:3][CH2:4][CH2:5][n:6]1[c:7](=[O:21])[nH:8][c:9](=[O:20])[c:10](-[c:12]2[c:13]([F:19])[n:14][c:15]([CH3:18])[cH:16][cH:17]2)[cH:11]1. The reactants are [BH4-], CC1(C)Cc2cc(-c3ccccc3)cc(C=O)c2O1, CO, [Na+]. Product: CC1(C)Cc2cc(-c3ccccc3)cc(CO)c2O1. Reaction SMILES: [BH4-:20].[CH3:1][C:2]1([CH3:19])[O:3][c:4]2[c:5]([cH:7][c:8](-[c:13]3[cH:14][cH:15][cH:16][cH:17][cH:18]3)[cH:9][c:10]2[CH:11]=[O:12])[CH2:6]1.[CH3:22][OH:23].[Na+:21]>>[CH3:1][C:2]1([CH3:19])[O:3][c:4]2[c:5]([cH:7][c:8](-[c:13]3[cH:14][cH:15][cH:16][cH:17][cH:18]3)[cH:9][c:10]2[CH2:11][OH:12])[CH2:6]1.